Dataset: the Open Reaction Database (ORD), a public repository of structured organic reaction records. Task: describe an organic reaction: reactants, conditions, products, and yield Reactants: CC(C)([O-])C.[Na+] (sodium tert-butoxide), BrC1=CC=C(OCCCO[Si](C)(C)C(C)(C)C)C=C1 ((3-(4-bromophenoxy)propoxy)(tert-butyl)dimethylsilane), COC1=CC=C(C=C1)N (4-anisidine), dibenzylideneacetone di palladium Pd2(dba)3. Reagents/catalysts: C1(=CC=CC=C1)P([C-]1C=CC=C1)C1=CC=CC=C1.[C-]1(C=CC=C1)P(C1=CC=CC=C1)C1=CC=CC=C1.[Fe+2] (1,1′-Bis(diphenylphosphino)ferrocene). Solvent: C1(=CC=CC=C1)C (toluene), C1(=CC=CC=C1)C (toluene), C1(=CC=CC=C1)C (toluene). Reaction conditions: temperature 90 celsius, time 8 hour. The product is [Si](C)(C)(C(C)(C)C)OCCCOC1=CC=C(NC2=CC=C(C=C2)OC)C=C1 (4-(3-(tert-butyldimethylsilyloxy)propoxy)-N-(4-methoxyphenyl)aniline). RXN SMILES: Br[C:2]1[CH:19]=[CH:18][C:5]([O:6][CH2:7][CH2:8][CH2:9][O:10][Si:11]([C:14]([CH3:17])([CH3:16])[CH3:15])([CH3:13])[CH3:12])=[CH:4][CH:3]=1.[CH3:20][O:21][C:22]1[CH:27]=[CH:26][C:25]([NH2:28])=[CH:24][CH:23]=1.CC(C)([O-])C.[Na+]>C1(P(C2C=CC=CC=2)[C-]2C=CC=C2)C=CC=CC=1.[C-]1(P(C2C=CC=CC=2)C2C=CC=CC=2)C=CC=C1.[Fe+2].C1(C)C=CC=CC=1>[Si:11]([O:10][CH2:9][CH2:8][CH2:7][O:6][C:5]1[CH:18]=[CH:19][C:2]([NH:28][C:25]2[CH:26]=[CH:27][C:22]([O:21][CH3:20])=[CH:23][CH:24]=2)=[CH:3][CH:4]=1)([C:14]([CH3:17])([CH3:16])[CH3:15])([CH3:13])[CH3:12] |f:2.3,4.5.6|. Procedure: 5. To a dry 500 mL round bottom flask under nitrogen was added (3-(4-bromophenoxy)propoxy)(tert-butyl)dimethylsilane (12.1 g, 35.0 mmol), 4-anisidine (5.17 g, 42.0 mmol), and 20 mL anhydrous toluene. The mixture was degassed for 10 minutes before addition of dibenzylideneacetone di palladium Pd2(dba)3 (0.64 g, 0.70 mmol), 1,1′-Bis(diphenylphosphino)ferrocene (DPPF) (0.68 g, 1.2 mmol), and 20 mL anhydrous toluene. After 10 minutes of mixing, sodium tert-butoxide (4.7 g, 49.0 mmol) was added with ... Reactants: N#C[Ag], CCN(C(=O)OCC1c2ccccc2-c2ccccc21)C(C)C(=O)O, CN(C)C=O, O=C(Cl)C(=O)Cl, ClCCl, OCc1ccccc1. Yields the product CCN(C(=O)OCC1c2ccccc2-c2ccccc21)C(C)C(=O)OCc1ccccc1. RXN SMILES: [Ag:48][C:49]#[N:50].[C:1](=[O:2])([O:3][CH2:4][CH:5]1[c:6]2[cH:7][cH:8][cH:9][cH:10][c:11]2-[c:12]2[cH:13][cH:14][cH:15][cH:16][c:17]21)[N:18]([CH:19]([CH3:20])[C:21](=[O:22])[OH:23])[CH2:24][CH3:25].[CH3:32][N:33]([CH3:34])[CH:35]=[O:36].[Cl:26][C:27]([C:28]([Cl:29])=[O:30])=[O:31].[Cl:45][CH2:46][Cl:47].[OH:37][CH2:38][c:39]1[cH:40][cH:41][cH:42][cH:43][cH:44]1>>[C:1](=[O:2])([O:3][CH2:4][CH:5]1[c:6]2[cH:7][cH:8][cH:9][cH:10][c:11]2-[c:12]2[cH:13][cH:14][cH:15][cH:16][c:17]21)[N:18]([CH:19]([CH3:20])[C:21]([O:22][CH2:38][c:39]1[cH:40][cH:41][cH:42][cH:43][cH:44]1)=[O:23])[CH2:24][CH3:25]. The reactants are [Cl-], CC(C)C(Nc1ccc(C(F)(F)F)cc1F)C(=O)O, OCc1cccc(Oc2ccccc2)n1. Yields the product CC(C)C(Nc1ccc(C(F)(F)F)cc1F)C(=O)OCc1cccc(Oc2ccccc2)n1. As a reaction SMILES: [Cl-:16].[F:17][c:18]1[c:19]([NH:28][CH:29]([C:30](=[O:31])[OH:32])[CH:33]([CH3:34])[CH3:35])[cH:20][cH:21][c:22]([C:24]([F:25])([F:26])[F:27])[cH:23]1.[O:1]([c:2]1[cH:3][cH:4][cH:5][cH:6][cH:7]1)[c:8]1[cH:9][cH:10][cH:11][c:12]([CH2:14][OH:15])[n:13]1>>[O:1]([c:2]1[cH:3][cH:4][cH:5][cH:6][cH:7]1)[c:8]1[cH:9][cH:10][cH:11][c:12]([CH2:14][O:15][C:30]([CH:29]([NH:28][c:19]2[c:18]([F:17])[cH:23][c:22]([C:24]([F:25])([F:26])[F:27])[cH:21][cH:20]2)[CH:33]([CH3:34])[CH3:35])=[O:31])[n:13]1. Starting materials: B, CC(C)(C)OC(=O)C(C)(C)Oc1ccc(CC#N)cc1, Cl, [Na+], [Na+], O=C([O-])[O-], C1CCOC1, C1CCOC1. Yields the product CC(C)(C)OC(=O)C(C)(C)Oc1ccc(CCN)cc1. RXN SMILES: [BH3:26].[C:1](#[N:2])[CH2:3][c:4]1[cH:5][cH:6][c:7]([O:8][C:9]([C:10](=[O:11])[O:12][C:13]([CH3:14])([CH3:15])[CH3:16])([CH3:17])[CH3:18])[cH:19][cH:20]1.[ClH:27].[Na+:28].[Na+:29].[O-:30][C:31](=[O:32])[O-:33].[O:21]1[CH2:22][CH2:23][CH2:24][CH2:25]1.[O:34]1[CH2:35][CH2:36][CH2:37][CH2:38]1>>[CH2:1]([NH2:2])[CH2:3][c:4]1[cH:5][cH:6][c:7]([O:8][C:9]([C:10](=[O:11])[O:12][C:13]([CH3:14])([CH3:15])[CH3:16])([CH3:17])[CH3:18])[cH:19][cH:20]1. Reactants: [OH-].[Na+] (NaOH), C(C)(C)(C)OC(=O)N1C(=CC2=CC=CC=C12)C1=C(N=NC(=C1)C=1C=NN(C1)C)OC (2-[3-Methoxy-6-(1-methyl-1H-pyrazol-4-yl)-pyridazin-4-yl]-indole-1-carboxylic acid tert-butyl ester), Cl (HCl). Solvent: O1CCOCC1 (dioxan). Yields the product N1C(=CC2=CC=CC=C12)C=1C(NN=C(C1)C=1C=NN(C1)C)=O (4-(1H-Indol-2-yl)-6-(1-methyl-1H-pyrazol-4-yl)-2H-pyridazin-3-one). As a reaction SMILES: C(OC([N:8]1[C:16]2[C:11](=[CH:12][CH:13]=[CH:14][CH:15]=2)[CH:10]=[C:9]1[C:17]1[CH:22]=[C:21]([C:23]2[CH:24]=[N:25][N:26]([CH3:28])[CH:27]=2)[N:20]=[N:19][C:18]=1[O:29]C)=O)(C)(C)C.[OH-].[Na+].Cl>O1CCOCC1>[NH:8]1[C:16]2[C:11](=[CH:12][CH:13]=[CH:14][CH:15]=2)[CH:10]=[C:9]1[C:17]1[C:18](=[O:29])[NH:19][N:20]=[C:21]([C:23]2[CH:24]=[N:25][N:26]([CH3:28])[CH:27]=2)[CH:22]=1 |f:1.2|. Procedure: 2-[3-Methoxy-6-(1-methyl-1H-pyrazol-4-yl)-pyridazin-4-yl]-indole-1-carboxylic acid tert-butyl ester is dissolved in 8 ml dioxan and 8 ml aqueous 2N NaOH and heated by microwave irradiation for 90 min at 150° C. The solution is neutralized with aqueous HCl and the product is purified by preparative RP-HPLC eluting with a gradient of 0-100% acetonitrile in water (+0.01% trifluoroacetic acid). Yield 35 mg. Reactants: NC1=CC=C2C=CNC2=C1C(=O)OCC (ethyl 6-amino-1H-indole-7-carboxylate), C1(=CC=CC2=CC=CC=C12)S(=O)(=O)Cl (1-naphthalenesulfonyl chloride), N1=CC=CC=C1 (pyridine), [Li+].[OH-] (LiOH). The solvent is C(Cl)Cl (CH2Cl2). Reaction conditions: time 16 hour. Yields the product C1(=CC=CC2=CC=CC=C12)S(=O)(=O)NC1=CC=C2C=CNC2=C1C(=O)O (6-[(1-naphthylsulfonyl)amino]-1H-indole-7-carboxylic acid). RXN SMILES: [NH2:1][C:2]1[C:10]([C:11]([O:13]CC)=[O:12])=[C:9]2[C:5]([CH:6]=[CH:7][NH:8]2)=[CH:4][CH:3]=1.[C:16]1([S:26](Cl)(=[O:28])=[O:27])[C:25]2[C:20](=[CH:21][CH:22]=[CH:23][CH:24]=2)[CH:19]=[CH:18][CH:17]=1.N1C=CC=CC=1.[Li+].[OH-]>C(Cl)Cl>[C:16]1([S:26]([NH:1][C:2]2[C:10]([C:11]([OH:13])=[O:12])=[C:9]3[C:5]([CH:6]=[CH:7][NH:8]3)=[CH:4][CH:3]=2)(=[O:28])=[O:27])[C:25]2[C:20](=[CH:21][CH:22]=[CH:23][CH:24]=2)[CH:19]=[CH:18][CH:17]=1 |f:3.4|. Reported procedure: A solution of ethyl 6-amino-1H-indole-7-carboxylate (prepared as described in Showalter, H. D. et al., J. Org. Chem., 1996, 61, 1155-1158, 0.05 g, 0.25 mmol) in CH2Cl2 (5 mL) was treated with 1-naphthalenesulfonyl chloride (0.066 g, 0.29 mmol) and pyridine (0.040 mL, 0.50 mmol), shaken for 16 hours at ambient temperature, filtered, and concentrated. The concentrate was dissolved in 9:1 methanol/water (1 mL), treated with LiOH (25 mg, 0.6 mmol), and heated to 60° C. for 16 hours. The mixture was ... Starting materials: C(C)(C)(C)OC(NC1=C(C=C(C(=C1)N(C)C)C(F)(F)F)N)=O ((2-amino-5-dimethylamino-4-trifluoromethyl-phenyl)-carbamic acid tert-butyl ester), C(C)(C)(C)OC(CC(=O)C1=CC(=CC=C1)C1=NC(=CC=C1)C)=O (3-[3-(6-methyl-pyridin-2-yl)-phenyl]-3-oxo-propionic acid tert-butyl ester). Yields the product C(C)(C)(C)OC(NC1=C(C=C(C(=C1)N(C)C)C(F)(F)F)NC(CC(=O)C1=CC(=CC=C1)C1=NC(=CC=C1)C)=O)=O ((5-Dimethylamino-2-{3-[3-(6-methyl-pyridin-2-yl)-phenyl]-3-oxo-propionylamino}-4-trifluoromethyl-phenyl)-carbamic acid tert-butyl ester). As a reaction SMILES: [C:1]([O:5][C:6](=[O:22])[NH:7][C:8]1[CH:13]=[C:12]([N:14]([CH3:16])[CH3:15])[C:11]([C:17]([F:20])([F:19])[F:18])=[CH:10][C:9]=1[NH2:21])([CH3:4])([CH3:3])[CH3:2].C([O:27][C:28](=O)[CH2:29][C:30]([C:32]1[CH:37]=[CH:36][CH:35]=[C:34]([C:38]2[CH:43]=[CH:42][CH:41]=[C:40]([CH3:44])[N:39]=2)[CH:33]=1)=[O:31])(C)(C)C>>[C:1]([O:5][C:6](=[O:22])[NH:7][C:8]1[CH:13]=[C:12]([N:14]([CH3:16])[CH3:15])[C:11]([C:17]([F:20])([F:19])[F:18])=[CH:10][C:9]=1[NH:21][C:28](=[O:27])[CH2:29][C:30]([C:32]1[CH:37]=[CH:36][CH:35]=[C:34]([C:38]2[CH:43]=[CH:42][CH:41]=[C:40]([CH3:44])[N:39]=2)[CH:33]=1)=[O:31])([CH3:4])([CH3:2])[CH3:3]. Reported procedure: The title compound was prepared from (2-amino-5-dimethylamino-4-trifluoromethyl-phenyl)-carbamic acid tert-butyl ester (Example J1) (239 mg, 0.75 mmol) and 3-[3-(6-methyl-pyridin-2-yl)-phenyl]-3-oxo-propionic acid tert-butyl ester (Example K11) (234 mg, 0.75 mmol) according to the general procedure M. Obtained as an amorphous light brown substance (339 mg, 67%).